Dataset: the Open Reaction Database (ORD), a public repository of structured organic reaction records. Task: describe an organic reaction: reactants, conditions, products, and yield The reactants are CN(C1(CCC(CC1)C=1NC2=CC=CC=C2C1C(C(=O)O)CC)C1=CC=CC=C1)C ((2-(4-Dimethylamino-4-phenylcyclohexyl)-1H-indol-3-yl)butanoic acid), C(C)(=O)OCC (ethyl acetate), [Si](C)(C)(C)Cl (Me3SiCl). Conditions: time 16 hour. Yields the product Cl.CN(C1(CCC(CC1)C=1NC2=CC=CC=C2C1CCCC(=O)O)C1=CC=CC=C1)C (4-(2-(4-(Dimethylamino)-4-phenylcyclohexyl)-1H-indol-3-yl)butanoic acid hydrochloride). RXN SMILES: [CH3:1][N:2]([CH3:30])[C:3]1([C:24]2[CH:29]=[CH:28][CH:27]=[CH:26][CH:25]=2)[CH2:8][CH2:7][CH:6]([C:9]2[NH:10][C:11]3[C:16]([C:17]=2[CH:18](CC)[C:19](O)=O)=[CH:15][CH:14]=[CH:13][CH:12]=3)[CH2:5][CH2:4]1.[Si]([Cl:35])(C)(C)C.[C:36]([O:39]CC)(=[O:38])[CH3:37]>>[ClH:35].[CH3:30][N:2]([CH3:1])[C:3]1([C:24]2[CH:25]=[CH:26][CH:27]=[CH:28][CH:29]=2)[CH2:4][CH2:5][CH:6]([C:9]2[NH:10][C:11]3[C:16]([C:17]=2[CH2:18][CH2:19][CH2:37][C:36]([OH:39])=[O:38])=[CH:15][CH:14]=[CH:13][CH:12]=3)[CH2:7][CH2:8]1 |f:3.4|. Procedure: 4-[(2-(4-Dimethylamino-4-phenylcyclohexyl)-1H-indol-3-yl)butanoic acid (340 mg, 0.81 mmol) was dissolved in ethyl acetate (50 ml). Me3SiCl (207 μl, 1.62 mmol) was then added dropwise at RT and the mixture was stirred for 16 h. The solvent distilled off on a rotary evaporator. Example 172 (370 mg, m.p. 227-230° C., 100%) was a beige-coloured solid. Reactants: Cl, CCCCC(CCO)C(F)(F)F, O, Cc1ccc(S(=O)(=O)Cl)cc1, c1ccncc1. The product is CCCCC(CCOS(=O)(=O)c1ccc(C)cc1)C(F)(F)F. RXN SMILES: [ClH:30].[F:1][C:2]([CH:3]([CH2:4][CH2:5][OH:6])[CH2:7][CH2:8][CH2:9][CH3:10])([F:11])[F:12].[OH2:31].[c:19]1([CH3:29])[cH:20][cH:21][c:22]([S:25](=[O:26])(=[O:27])[Cl:28])[cH:23][cH:24]1.[cH:13]1[cH:14][cH:15][n:16][cH:17][cH:18]1>>[F:1][C:2]([CH:3]([CH2:4][CH2:5][O:6][S:25]([c:22]1[cH:21][cH:20][c:19]([CH3:29])[cH:24][cH:23]1)(=[O:26])=[O:27])[CH2:7][CH2:8][CH2:9][CH3:10])([F:11])[F:12]. The reactants are C(C)C1=NC2=C(C=CC=C2C(=C1)O)OC (2-ethyl-4-hydroxy-8-methoxyquinoline), CN(C1=CC=CC=C1)C (N,N-dimethylaniline), P(=O)(Cl)(Cl)Cl (phosphoryl chloride). Conditions: time 1.5 hour. Product: ClC1=CC(=NC2=C(C=CC=C12)OC)CC (4-chloro-2-ethyl-8-methoxyquinoline). Reaction SMILES: [CH2:1]([C:3]1[CH:12]=[C:11](O)[C:10]2[C:5](=[C:6]([O:14][CH3:15])[CH:7]=[CH:8][CH:9]=2)[N:4]=1)[CH3:2].CN(C)C1C=CC=CC=1.P(Cl)(Cl)([Cl:27])=O>>[Cl:27][C:11]1[C:10]2[C:5](=[C:6]([O:14][CH3:15])[CH:7]=[CH:8][CH:9]=2)[N:4]=[C:3]([CH2:1][CH3:2])[CH:12]=1. Procedure details: To a solution of 2-ethyl-4-hydroxy-8-methoxyquinoline (9.96 g) in phosphoryl chloride (30 ml) was added N,N-dimethylaniline (12.44 ml) below 8° C. in an ice bath. After 10 minutes the mixture was stirred at ambient temperature for 1.5 hours. The solvent was removed in vacuo. The residue was partitioned into dichloromethane and saturated sodium bicarbonate solution. The organic layer was washed with brine and dried over magnesium sulfate. The organic layer was evaporated in vacuo. The residue was... Starting materials: CO, COC(=O)Nc1ccc([N+](=O)[O-])cc1, NCc1cccnc1, O, Cc1ccccc1C. The product is O=C(NCc1cccnc1)Nc1ccc([N+](=O)[O-])cc1. RXN SMILES: [CH3:32][OH:33].[N+:1](=[O:2])([O-:3])[c:4]1[cH:5][cH:6][c:7]([NH:10][C:11]([O:12][CH3:13])=[O:14])[cH:8][cH:9]1.[NH2:15][CH2:16][c:17]1[cH:18][n:19][cH:20][cH:21][cH:22]1.[OH2:23].[c:24]1([CH3:25])[c:26]([CH3:27])[cH:28][cH:29][cH:30][cH:31]1>>[N+:1](=[O:2])([O-:3])[c:4]1[cH:5][cH:6][c:7]([NH:10][C:11](=[O:14])[NH:15][CH2:16][c:17]2[cH:18][n:19][cH:20][cH:21][cH:22]2)[cH:8][cH:9]1. The reactants are FC(S(=O)(=O)OC1=CC(=CC=C1)N1CCOCC1)(F)F (3-(4-Morpholinyl)phenyl trifluoromethanesulphonate), B1(OC(C(O1)(C)C)(C)C)B2OC(C(O2)(C)C)(C)C (bis(pinacolato)diboron), C(C)(=O)[O-].[K+] (potassium acetate), Cl.N12C[C@@H](C(CC1)CC2)NC(=O)C=2SC1=C(C2)C=CC=C1Br (N-[(3R)-1-azabicyclo[2.2.2]oct-3-yl]-7-bromo-1-benzothiophene-2-carboxamide hydrochloride), C([O-])([O-])=O.[Na+].[Na+] (sodium carbonate). The reagents and catalysts are C1=CC=C(C=C1)P([C-]2C=CC=C2)C3=CC=CC=C3.C1=CC=C(C=C1)P([C-]2C=CC=C2)C3=CC=CC=C3.Cl[Pd]Cl.[Fe+2] (PdCl2(dppf)), C1=CC=C(C=C1)P([C-]2C=CC=C2)C3=CC=CC=C3.C1=CC=C(C=C1)P([C-]2C=CC=C2)C3=CC=CC=C3.Cl[Pd]Cl.[Fe+2] (PdCl2(dppf)). Run in CN(C)C=O (DMF). Yields the product Cl.N12C[C@@H](C(CC1)CC2)NC(=O)C=2SC1=C(C2)C=CC=C1C1=CC(=CC=C1)N1CCOCC1 (N-[(3R)-1-Azabicyclo[2.2.2]oct-3-yl]-7-[3-(4-morpholinyl)phenyl]-1-benzothiophene-2-carboxamide hydrochloride). Reaction SMILES: FC(F)(F)S(O[C:7]1[CH:12]=[CH:11][CH:10]=[C:9]([N:13]2[CH2:18][CH2:17][O:16][CH2:15][CH2:14]2)[CH:8]=1)(=O)=O.B1(B2OC(C)(C)C(C)(C)O2)OC(C)(C)C(C)(C)O1.C([O-])(=O)C.[K+].[ClH:44].[N:45]12[CH2:52][CH2:51][CH:48]([CH2:49][CH2:50]1)[C@@H:47]([NH:53][C:54]([C:56]1[S:57][C:58]3[C:64](Br)=[CH:63][CH:62]=[CH:61][C:59]=3[CH:60]=1)=[O:55])[CH2:46]2.C(=O)([O-])[O-].[Na+].[Na+]>CN(C=O)C.C1C=CC(P(C2C=CC=CC=2)[C-]2C=CC=C2)=CC=1.C1C=CC(P(C2C=CC=CC=2)[C-]2C=CC=C2)=CC=1.Cl[Pd]Cl.[Fe+2]>[ClH:44].[N:45]12[CH2:50][CH2:49][CH:48]([CH2:51][CH2:52]1)[C@@H:47]([NH:53][C:54]([C:56]1[S:57][C:58]3[C:64]([C:7]4[CH:12]=[CH:11][CH:10]=[C:9]([N:13]5[CH2:14][CH2:15][O:16][CH2:17][CH2:18]5)[CH:8]=4)=[CH:63][CH:62]=[CH:61][C:59]=3[CH:60]=1)=[O:55])[CH2:46]2 |f:2.3,4.5,6.7.8,10.11.12.13,14.15|. Procedure: 151.1 mg (0.49 mmol) of 3-(4-morpholinyl)phenyl trifluoromethanesulphonate (Example 17A), 142.2 mg (0.56 mmol) of bis(pinacolato)diboron, 119.1 mg (1.21 mmol) of potassium acetate, 13.7 mg (0.02 mmol) of PdCl2(dppf), 150.0 mg (0.37 mmol) of N-[(3R)-1-azabicyclo[2.2.2]oct-3-yl]-7-bromo-1-benzothiophene-2-carboxamide hydrochloride (Example 8A), 0.93 ml of 2 M sodium carbonate solution and a further 13.7 mg (0.02 mmol) of PdCl2(dppf) in 2 ml of DMF are reacted by general method D. Drying under high... Starting materials: O=C1N(CCC1)C1=C2C=CNC2=CC(=C1)C(=O)OC (methyl 4-(2-oxo-1-pyrrolidinyl)-1H-indole-6-carboxylate), [H-].[Na+] (NaH), C(C)I (Ethyl iodide). The solvent is CN(C)C=O (DMF). Reaction conditions: time 15 minute. Yields the product C(C)N1C=CC2=C(C=C(C=C12)C(=O)OC)N1C(CCC1)=O (Methyl 1-ethyl-4-(2-oxo-1-pyrrolidinyl)-1H-indole-6-carboxylate). Isolated yield 72.0%. As a reaction SMILES: [O:1]=[C:2]1[CH2:6][CH2:5][CH2:4][N:3]1[C:7]1[CH:15]=[C:14]([C:16]([O:18][CH3:19])=[O:17])[CH:13]=[C:12]2[C:8]=1[CH:9]=[CH:10][NH:11]2.[H-].[Na+].[CH2:22](I)[CH3:23]>CN(C=O)C>[CH2:22]([N:11]1[C:12]2[C:8](=[C:7]([N:3]3[CH2:4][CH2:5][CH2:6][C:2]3=[O:1])[CH:15]=[C:14]([C:16]([O:18][CH3:19])=[O:17])[CH:13]=2)[CH:9]=[CH:10]1)[CH3:23] |f:1.2|. Procedure details: To a solution of methyl 4-(2-oxo-1-pyrrolidinyl)-1H-indole-6-carboxylate (B154) (500 mg, 1.94 mmol, 1 equiv) in DMF (10 ml) at room temperature was added NaH (60% dispersion in mineral oil, 84 mg, 2.1 mmol, 1.1 equiv) and the resulting mixture was stirred 15 min. Ethyl iodide (200 μl, 2.5 mmol, 1.3 equiv) was added and the resulting solution was stirred for 30 min then concentrated in vacuo. The residue was dissolved in AcOEt and the organic phase was washed with a 2N aqueous HCl solution, dried... The reactants are O=C(Cl)c1cc2c3ccccc3n(Cc3ccccc3)c2s1, Cn1c2ccccc2c2cc(C(=O)O)sc21, O=S(Cl)Cl. Yields the product Cn1c2ccccc2c2cc(C(=O)Cl)sc21. Reaction SMILES: [CH2:1]([c:2]1[cH:3][cH:4][cH:5][cH:6][cH:7]1)[n:8]1[c:9]2[c:10]([c:11]3[cH:12][cH:13][cH:14][cH:15][c:16]13)[cH:17][c:18]([C:20](=[O:21])[Cl:22])[s:19]2.[CH3:23][n:24]1[c:25]2[c:26]([cH:27][cH:28][cH:29][cH:30]2)[c:31]2[cH:32][c:33]([C:34]([OH:35])=[O:36])[s:37][c:38]12.[S:39]([Cl:40])([Cl:41])=[O:42]>>[CH3:1][n:8]1[c:9]2[c:10]([c:11]3[cH:12][cH:13][cH:14][cH:15][c:16]13)[cH:17][c:18]([C:20](=[O:21])[Cl:22])[s:19]2. Reactants: COC(=O)CC(Cc1cc(Cl)c2[nH]ncc2c1CO)C(=O)OC, ClCCl, O=S(Cl)Cl. Product: COC(=O)CC(Cc1cc(Cl)c2[nH]ncc2c1CCl)C(=O)OC. Reaction SMILES: [Cl:1][c:2]1[cH:3][c:4]([CH2:13][CH:14]([C:15](=[O:16])[O:17][CH3:18])[CH2:19][C:20](=[O:21])[O:22][CH3:23])[c:5]([CH2:11][OH:12])[c:6]2[cH:7][n:8][nH:9][c:10]12.[Cl:28][CH2:29][Cl:30].[S:24]([Cl:25])([Cl:26])=[O:27]>>[Cl:1][c:2]1[cH:3][c:4]([CH2:13][CH:14]([C:15](=[O:16])[O:17][CH3:18])[CH2:19][C:20](=[O:21])[O:22][CH3:23])[c:5]([CH2:11][Cl:26])[c:6]2[cH:7][n:8][nH:9][c:10]12. The reactants are COc1cc2c(Cl)ncnc2cc1OCC(CN1CCCC1)OC(C)=O, O=C([O-])[O-], Cc1cc2c(F)c(O)ccc2[nH]1, [K+], [K+], CN(C)C=O. Product: COc1cc2c(Oc3ccc4[nH]c(C)cc4c3F)ncnc2cc1OCC(CN1CCCC1)OC(C)=O. Reaction SMILES: [C:1]([CH3:2])(=[O:3])[O:4][CH:5]([CH2:6][O:7][c:8]1[c:9]([O:19][CH3:20])[cH:10][c:11]2[c:12]([Cl:18])[n:13][cH:14][n:15][c:16]2[cH:17]1)[CH2:21][N:22]1[CH2:23][CH2:24][CH2:25][CH2:26]1.[C:39](=[O:40])([O-:41])[O-:42].[F:27][c:28]1[c:29]2[cH:30][c:31]([CH3:38])[nH:32][c:33]2[cH:34][cH:35][c:36]1[OH:37].[K+:43].[K+:44].[O:45]=[CH:46][N:47]([CH3:48])[CH3:49]>>[C:1]([CH3:2])(=[O:3])[O:4][CH:5]([CH2:6][O:7][c:8]1[c:9]([O:19][CH3:20])[cH:10][c:11]2[c:12]([O:37][c:36]3[c:28]([F:27])[c:29]4[cH:30][c:31]([CH3:38])[nH:32][c:33]4[cH:34][cH:35]3)[n:13][cH:14][n:15][c:16]2[cH:17]1)[CH2:21][N:22]1[CH2:23][CH2:24][CH2:25][CH2:26]1.